From a dataset of the Open Reaction Database (ORD), a public repository of structured organic reaction records. describe an organic reaction: reactants, conditions, products, and yield Reactants: C(C1=CC=CC=C1)OC1=C(C=CC(=C1)\C=C\C(CC)=O)N1CC(NS1(=O)=O)=O (5-[2-benzyloxy-4-((E)-3-oxo-pent-1-enyl)-phenyl]-1,1-dioxo-1,2,5-thiadiazolidin-3-one), C(=O)([O-])[O-].[K+].[K+] (K2CO3). Reagents/catalysts: [Pd] (Pd/C). Run in CCO.O (EtOH water). Run at time 2 hour. The product is OC1=C(C=CC(=C1)CCC(CC)=O)N1CC(NS1(=O)=O)=O (5-[2-Hydroxy-4-(3-oxopentyl)-phenyl]-1,1-dioxo-1,2,5-thiadiazolidin-3-one). RXN SMILES: C([O:8][C:9]1[CH:14]=[C:13](/[CH:15]=[CH:16]/[C:17](=[O:20])[CH2:18][CH3:19])[CH:12]=[CH:11][C:10]=1[N:21]1[S:25](=[O:27])(=[O:26])[NH:24][C:23](=[O:28])[CH2:22]1)C1C=CC=CC=1.C([O-])([O-])=O.[K+].[K+]>CCO.O.[Pd]>[OH:8][C:9]1[CH:14]=[C:13]([CH2:15][CH2:16][C:17](=[O:20])[CH2:18][CH3:19])[CH:12]=[CH:11][C:10]=1[N:21]1[S:25](=[O:27])(=[O:26])[NH:24][C:23](=[O:28])[CH2:22]1 |f:1.2.3,4.5|. Procedure: To a solution of 5-[2-benzyloxy-4-((E)-3-oxo-pent-1-enyl)-phenyl]-1,1-dioxo-1,2,5-thiadiazolidin-3-one (130 mg, 0.325 mmol) in 7 mL of EtOH/water (2:5) is added K2CO3 (53 mg, 0.39 mmol) and 10% Pd/C (65 mg). The mixture is hydrogenated at 1 atm for 2 h then the catalyst is filtered and the solvent removed under reduced pressure. The residue is purified by preparative HPLC to give the title compound as a white solid: (M−1)−=311. HPLC retention time: 1.31 min (Method A). Starting materials: Cc1ccccc1, Cc1ccc2nc(C)c(CCCl)c(=O)n2c1, Cc1cccc(N2CCNCC2)c1. Product: Cc1cccc(N2CCN(CCc3c(C)nc4ccc(C)cn4c3=O)CC2)c1. RXN SMILES: [CH3:30][c:31]1[cH:32][cH:33][cH:34][cH:35][cH:36]1.[Cl:1][CH2:2][CH2:3][c:4]1[c:5]([CH3:16])[n:6][c:7]2[n:8]([c:9]1=[O:10])[cH:11][c:12]([CH3:15])[cH:13][cH:14]2.[c:17]1([CH3:29])[cH:18][c:19]([N:23]2[CH2:24][CH2:25][NH:26][CH2:27][CH2:28]2)[cH:20][cH:21][cH:22]1>>[CH2:2]([CH2:3][c:4]1[c:5]([CH3:16])[n:6][c:7]2[n:8]([c:9]1=[O:10])[cH:11][c:12]([CH3:15])[cH:13][cH:14]2)[N:26]1[CH2:25][CH2:24][N:23]([c:19]2[cH:18][c:17]([CH3:29])[cH:22][cH:21][cH:20]2)[CH2:28][CH2:27]1. Starting materials: BrC1=C(C=C(C=C1)NC#N)C ((4-bromo-3-methylphenyl)cyanamide), C(C)(C)(C)P(C(C)(C)C)C(C)(C)C (Tri-tert-butylphosphine), [Br-] (bromide), CN1C(=CC=C1C#N)B(O)O (N-methyl-5-cyanopyrroleboronic acid), C([O-])([O-])=O.[K+].[K+] (potassium carbonate). Solvent: C1CCOC1 (THF). Yields the product C(#N)C1=CC=C(N1C)C1=C(C=C(C=C1)NC#N)C ([4-(5-cyano-1-methyl-1H-pyrrol-2-yl)-3-methylphenyl]cyanamide). The yield is 12.7%. Reaction SMILES: Br[C:2]1[CH:7]=[CH:6][C:5]([NH:8][C:9]#[N:10])=[CH:4][C:3]=1[CH3:11].[CH3:12][N:13]1[C:17]([C:18]#[N:19])=[CH:16][CH:15]=[C:14]1B(O)O.C(=O)([O-])[O-].[K+].[K+].C(P(C(C)(C)C)C(C)(C)C)(C)(C)C.[Br-]>C1COCC1>[C:18]([C:17]1[N:13]([CH3:12])[C:14]([C:2]2[CH:7]=[CH:6][C:5]([NH:8][C:9]#[N:10])=[CH:4][C:3]=2[CH3:11])=[CH:15][CH:16]=1)#[N:19] |f:2.3.4|. Procedure details: (4-bromo-3-methylphenyl)cyanamide (0.104 g, 0.5 mmol) tris (dibenzylideneacetone) dipalladium (11.6 mg, 0.0126 mmol), N-methyl-5-cyanopyrroleboronic acid (0.150 g, 1 mmol), and potassium carbonate (0.276 g, 2 mmol) were placed in a 40 mL vial fitted with a septa. The vial was then filled with a continuous flow of nitrogen and THF (2 mL) was added with stirring. Tri-tert-butylphosphine (10 wt % in hexane) (0.0486 mL, 0.0252 mmol) was added to the mixture and allowed to stir until the starting bro...